This data is from the Open Reaction Database (ORD), a public repository of structured organic reaction records. The task is: describe an organic reaction: reactants, conditions, products, and yield Starting materials: C(C1=CC=CC=C1)OCCN1C=C(C=2C1=NC(=CC2)C#N)C2CCCCC2 (1-(2-benzyloxyethyl)-3-cyclohexyl-1H-pyrrolo[2,3-b]pyridine-6-carbonitrile), C(C)(=O)Cl (acetyl chloride), C(C)O (ethanol). Yields the product C(C1=CC=CC=C1)OCCN1C=C(C=2C1=NC(=CC2)C(=O)OCC)C2CCCCC2 (ethyl 1-(2-benzyloxyethyl)-3-cyclohexyl-1H-pyrrolo[2,3-b]pyridine-6-carboxylate). Isolated yield 70.0%. RXN SMILES: [CH2:1]([O:8][CH2:9][CH2:10][N:11]1[C:15]2=[N:16][C:17]([C:20]#N)=[CH:18][CH:19]=[C:14]2[C:13]([CH:22]2[CH2:27][CH2:26][CH2:25][CH2:24][CH2:23]2)=[CH:12]1)[C:2]1[CH:7]=[CH:6][CH:5]=[CH:4][CH:3]=1.[C:28](Cl)(=[O:30])[CH3:29].C([OH:34])C>>[CH2:1]([O:8][CH2:9][CH2:10][N:11]1[C:15]2=[N:16][C:17]([C:20]([O:30][CH2:28][CH3:29])=[O:34])=[CH:18][CH:19]=[C:14]2[C:13]([CH:22]2[CH2:27][CH2:26][CH2:25][CH2:24][CH2:23]2)=[CH:12]1)[C:2]1[CH:7]=[CH:6][CH:5]=[CH:4][CH:3]=1. Procedure: To a solution of 1-(2-benzyloxyethyl)-3-cyclohexyl-1H-pyrrolo[2,3-b]pyridine-6-carbonitrile (1.44 g, 4.00 mmol) in ethanol (30 ml) was added acetyl chloride (8.5 ml, 120 mmol) under ice-cooling, and the mixture was heated under reflux for 3 hr. The mixture was allowed to cool to room temperature, and the solvent was evaporated under reduced pressure. The residue was dissolved in ethyl acetate and water was added. The mixture was extracted with ethyl acetate, and the organic layer was washed succ... The reactants are compound 33b, C(C)OC(C(CC(C)C)C=1C=C(C=C(C1)C1CNCCC1)C1=CC=C(C=C1)C(F)(F)F)=O (4-Methyl-2-(5-piperidin-3-yl-4′-trifluoromethyl-biphenyl-3-yl)-pentanoic acid ethyl ester), -H pyrrole, C(C)(C)N(CC)C(C)C (diisopropylethylamine). Run in CC#N (CH3CN), CCOC(=O)C (EtOAc). Reaction conditions: time 8 hour. Product: C(C)OC(C(CC(C)C)C=1C=C(C=C(C1)C1CN(CCC1)CC1=CC=C(C=C1)N1C=CC=C1)C1=CC=C(C=C1)C(F)(F)F)=O (4-Methyl-2-{5-[1-(4-pyrrol-1-yl-benzyl)-piperidin-3-yl]-4′-trifluoromethyl-biphenyl-3-yl}-pentanoic acid ethyl ester). Yield: 185.8%. As a reaction SMILES: [CH2:1]([O:3][C:4](=[O:32])[CH:5]([C:10]1[CH:11]=[C:12]([C:22]2[CH:27]=[CH:26][C:25]([C:28]([F:31])([F:30])[F:29])=[CH:24][CH:23]=2)[CH:13]=[C:14]([CH:16]2[CH2:21][CH2:20][CH2:19][NH:18][CH2:17]2)[CH:15]=1)[CH2:6][CH:7]([CH3:9])[CH3:8])[CH3:2].[CH:33]([N:36]([CH:39]([CH3:41])[CH3:40])[CH2:37][CH3:38])([CH3:35])C>CC#N.CCOC(C)=O>[CH2:1]([O:3][C:4](=[O:32])[CH:5]([C:10]1[CH:11]=[C:12]([C:22]2[CH:23]=[CH:24][C:25]([C:28]([F:29])([F:30])[F:31])=[CH:26][CH:27]=2)[CH:13]=[C:14]([CH:16]2[CH2:21][CH2:20][CH2:19][N:18]([CH2:10][C:5]3[CH:6]=[CH:40][C:39]([N:36]4[CH:33]=[CH:35][CH:38]=[CH:37]4)=[CH:41][CH:4]=3)[CH2:17]2)[CH:15]=1)[CH2:6][CH:7]([CH3:9])[CH3:8])[CH3:2]. Reported procedure: To a solution of compound 33b, 4-Methyl-2-(5-piperidin-3-yl-4′-trifluoromethyl-biphenyl-3-yl)-pentanoic acid ethyl ester (44.4 mg, 0.10 mmol) in CH3CN (5 ml) was added 1-[4-Bromomethyl) phenyl]-H-pyrrole) (35.1 mg, 0.15 mmol) and diisopropylethylamine (35 μl, 0.20 mmol). The reaction was microwaved at 150° C. for 1 hour, then continued at room temperature overnight, then diluted with EtOAc and washed with brine, sat. NaHCO3, and brine, dried and filtered. Purification by silica gel chromatograph... Reaction conditions: time 4 hour. Reactants: CC1C(C(C(C(O1)OC2CC(C(C3=C2C(=C4C(=C3)C(=O)C5=C6C(=CC(=C5C4=O)O)C7(C(C(C(C(O6)O7)O)NC)O)C)O)C(=O)OC)(C)O)OC)(C)OC)OC (N-demethylnogalamycin), C(C)(=O)OC(C)=O (acetic anhydride). RXN SMILES: [CH3:1][CH:2]1[O:7][CH:6]([O:8][CH:9]2[C:14]3[C:15]([OH:42])=[C:16]4[C:27](=[O:28])[C:26]5[C:21](=[C:22]6[O:35][CH:34]7[O:36][C:30]([CH3:41])([CH:31]([OH:40])[CH:32]([NH:38][CH3:39])[CH:33]7[OH:37])[C:23]6=[CH:24][C:25]=5[OH:29])[C:19](=[O:20])[C:17]4=[CH:18][C:13]=3[CH:12]([C:43]([O:45][CH3:46])=[O:44])[C:11]([OH:48])([CH3:47])[CH2:10]2)[CH:5]([O:49][CH3:50])[C:4]([O:52][CH3:53])([CH3:51])[CH:3]1[O:54][CH3:55].[C:56](OC(=O)C)(=[O:58])[CH3:57]>CO>[CH3:1][CH:2]1[O:7][CH:6]([O:8][CH:9]2[C:14]3[C:15]([OH:42])=[C:16]4[C:27](=[O:28])[C:26]5[C:21](=[C:22]6[O:35][CH:34]7[O:36][C:30]([CH3:41])([CH:31]([OH:40])[CH:32]([N:38]([C:56]([CH3:57])=[O:58])[CH3:39])[CH:33]7[OH:37])[C:23]6=[CH:24][C:25]=5[OH:29])[C:19](=[O:20])[C:17]4=[CH:18][C:13]=3[CH:12]([C:43]([O:45][CH3:46])=[O:44])[C:11]([OH:48])([CH3:47])[CH2:10]2)[CH:5]([O:49][CH3:50])[C:4]([O:52][CH3:53])([CH3:51])[CH:3]1[O:54][CH3:55]. The solvent is CO (methanol). Yields the product CC1C(C(C(C(O1)OC2CC(C(C3=C2C(=C4C(=C3)C(=O)C5=C6C(=CC(=C5C4=O)O)C7(C(C(C(C(O6)O7)O)N(C)C(=O)C)O)C)O)C(=O)OC)(C)O)OC)(C)OC)OC (N-acetyl-N-demethylnogalamycin). Reported procedure: Eight hundred mg of N-demethylnogalamycin is dissolved in a mixture of 10 ml of methanol and 2 ml of acetic anhydride. After the solution has stood at room temperature for 4 hours, it is evaporated to dryness under reduced pressure. The residue is chromatographed on 90 g of silica gel using chloroform-methanol (19:1) and collecting 201 five-ml fractions. Fractions 100-201 are combined and evaporated to dryness in vacuo to give 470 mg of N-acetyl-N-demethylnogalamycin; homogenous by TLC, Rf 0.38 ...